From a dataset of the Open Reaction Database (ORD), a public repository of structured organic reaction records. describe an organic reaction: reactants, conditions, products, and yield The reactants are solution, COC1=C(C=O)C=CC(=C1)OC (2,4-dimethoxybenzaldehyde), CN(C=S)C (N,N-dimethylthioformamide), C(C)(C)[N-]C(C)C.[Li+] (lithium diisopropylamide), C(C)(C)[N-]C(C)C.[Li+] (LDA), C(CCC)[Li] (n-butyllithium), C(C)(C)NC(C)C (diisopropylamine). The solvent is C1CCOC1 (THF), CCCCCC (hexane). Reaction conditions: temperature -78 celsius, time 2.5 hour. The product is CN(C(C(O)C1=C(C=C(C=C1)OC)OC)=S)C (N,N-Dimethyl-2-(2,4-dimethoxyphenyl)-2-hydroxythioacetamide). Yield: 45.7%. As a reaction SMILES: C([N-]C(C)C)(C)C.[Li+].C([Li])CCC.C(NC(C)C)(C)C.[CH3:21][O:22][C:23]1[CH:30]=[C:29]([O:31][CH3:32])[CH:28]=[CH:27][C:24]=1[CH:25]=[O:26].[CH3:33][N:34]([CH3:37])[CH:35]=[S:36]>CCCCCC.C1COCC1>[CH3:33][N:34]([CH3:37])[C:35](=[S:36])[CH:25]([C:24]1[CH:27]=[CH:28][C:29]([O:31][CH3:32])=[CH:30][C:23]=1[O:22][CH3:21])[OH:26] |f:0.1|. Procedure details: A 110 mL THF solution of lithium diisopropylamide (LDA) ( 80 mmol) was generated from a 1.6 M hexane solution of n-butyllithium (50 mL, 80 mmol) and diisopropylamine ( 11.2 mL, 80 mmol) at -10° C., then cooled to -78° C. A 50 mL solution of 2,4-dimethoxybenzaldehyde (12 g, 72 mmol) and N,N-dimethylthioformamide (6.8 mL, 80 mmol) was cooled to 0° C. and added to the -78° C. LDA solution at a rate keeping the temperature less than -70° C. The reaction mixture was stirred at -75° C. for 2.5 hours, ... Reactants: C(CC)N1N=C(N=N1)C1=CN=C2N(C1=O)C=CC=C2C (3-(2-propyl-2H-tetrazol-5-yl)-9-methyl-4-oxo-4H-pyrido[1,2-a]pyrimidine), CS(=O)(=O)O (methanesulfonic acid). Solvent: C(C)O (ethanol). Yields the product CS(=O)(=O)O.C(CC)N1N=C(N=N1)C1=CN=C2N(C1=O)C=CC=C2C (3-(2-propyl-2H-tetrazol-5-yl)-9-methyl-4-oxo-4H-pyrido[1,2-a]pyrimidine methane-sulfonic acid salt). Isolated yield 87.8%. Reaction SMILES: [CH2:1]([N:4]1[N:8]=[N:7][C:6]([C:9]2[C:14](=[O:15])[N:13]3[CH:16]=[CH:17][CH:18]=[C:19]([CH3:20])[C:12]3=[N:11][CH:10]=2)=[N:5]1)[CH2:2][CH3:3].[CH3:21][S:22]([OH:25])(=[O:24])=[O:23]>C(O)C>[CH3:21][S:22]([OH:25])(=[O:24])=[O:23].[CH2:1]([N:4]1[N:8]=[N:7][C:6]([C:9]2[C:14](=[O:15])[N:13]3[CH:16]=[CH:17][CH:18]=[C:19]([CH3:20])[C:12]3=[N:11][CH:10]=2)=[N:5]1)[CH2:2][CH3:3] |f:3.4|. Procedure details: 1.5 g (0.0055 moles) of 3-(2-propyl-2H-tetrazol-5-yl)-9-methyl-4-oxo-4H-pyrido[1,2-a]pyrimidine was dissolved in 20 ml of abs. ethanol under heating and stirring at reflux temperature. To the solution 0.6 ml (0.009 moles) of methanesulfonic acid was added dropwise. After a few minutes of stirring the reaction mixture was filtered and the filtrate was cooled down. The precipitating crystals were collected. 1.77 g (87.84%) of the title compound were obtained in the form of white crystals, m.p.: 15... Starting materials: [BH3-]C#N, O=C([O-])O, C=O, COc1ccc([N+](=O)[O-])cc1NC1CCN(C(=O)OC(C)(C)C)CC1, CO, O=CO, [Na+], [Na+], O. The product is COc1ccc([N+](=O)[O-])cc1N(C)C1CCN(C(=O)OC(C)(C)C)CC1. Reaction SMILES: [C:26]([BH3-:27])#[N:28].[C:35](=[O:36])([OH:37])[O-:38].[CH2:33]=[O:34].[CH3:1][O:2][c:3]1[c:4]([NH:12][CH:13]2[CH2:14][CH2:15][N:16]([C:19](=[O:20])[O:21][C:22]([CH3:23])([CH3:24])[CH3:25])[CH2:17][CH2:18]2)[cH:5][c:6]([N+:9](=[O:10])[O-:11])[cH:7][cH:8]1.[CH3:41][OH:42].[CH:30]([OH:31])=[O:32].[Na+:29].[Na+:39].[OH2:40]>>[CH3:1][O:2][c:3]1[c:4]([N:12]([CH:13]2[CH2:14][CH2:15][N:16]([C:19](=[O:20])[O:21][C:22]([CH3:23])([CH3:24])[CH3:25])[CH2:17][CH2:18]2)[CH3:26])[cH:5][c:6]([N+:9](=[O:10])[O-:11])[cH:7][cH:8]1. Reactants: C(CCO)O (1,3-Propanediol), C(C1=CC=CC=C1)(C1=CC=CC=C1)(C1=CC=CC=C1)Cl (trityl chloride), N1=CC=CC=C1 (pyridine), CCOCC (Ether), CCOCC (ether). Conditions: time 8 hour. The product is C(C1=CC=CC=C1)(C1=CC=CC=C1)(C1=CC=CC=C1)OOCCC (1-O-trityloxy-propanol). The yield is 46.4%. RXN SMILES: [CH2:1]([OH:5])[CH2:2][CH2:3]O.[C:6](Cl)([C:19]1[CH:24]=[CH:23][CH:22]=[CH:21][CH:20]=1)([C:13]1[CH:18]=[CH:17][CH:16]=[CH:15][CH:14]=1)[C:7]1[CH:12]=[CH:11][CH:10]=[CH:9][CH:8]=1.N1C=CC=CC=1.CC[O:34]CC>>[C:6]([O:34][O:5][CH2:1][CH2:2][CH3:3])([C:19]1[CH:24]=[CH:23][CH:22]=[CH:21][CH:20]=1)([C:13]1[CH:18]=[CH:17][CH:16]=[CH:15][CH:14]=1)[C:7]1[CH:12]=[CH:11][CH:10]=[CH:9][CH:8]=1. Reported procedure: 1,3-Propanediol (1.053 g, 13.84 mmol), trityl chloride (3.50 g, 12.6 mmol) and anhydrous pyridine (5 ml) were combined in a flame-dried round-bottomed flask. The reaction mixture was stirred overnight at room temperature. Ether was added to the reaction mixture and the solution was extracted with H2O, 1N HCl, H2O, and brine. The ether layer was dried (MgSO4) and the solvent removed under reduced pressure. The crude product was purified by column chromatography (100 g silica gel; hexanes:ethyl ac... Starting materials: FC1=CC2=C(C(=NO2)C2CCNCC2)C=C1 (6-fluoro-3-(4-piperidinyl)-1,2-benzisoxazole), C(=O)([O-])[O-].[K+].[K+] (K2CO3), BrCCC1OCCCO1 (bromoethyl-1,3-dioxane). Run in C(C)#N (acetonitrile). The product is C(\C=C\C(=O)O)(=O)O.FC1=CC2=C(C(=NO2)C2CCN(CC2)CCC2OCCCO2)C=C1 (2-[2-[4-(6-Fluoro-1,2-benzisoxazol-3-yl)-1-piperidinyl]ethyl]-1,3-dioxane fumarate). Reaction SMILES: [F:1][C:2]1[CH:16]=[CH:15][C:5]2[C:6]([CH:9]3[CH2:14][CH2:13][NH:12][CH2:11][CH2:10]3)=[N:7][O:8][C:4]=2[CH:3]=1.[C:17]([O-:20])([O-:19])=O.[K+].[K+].Br[CH2:24][CH2:25][CH:26]1[O:31][CH2:30][CH2:29][CH2:28][O:27]1>C(#N)C>[C:26]([OH:31])(=[O:27])/[CH:25]=[CH:24]/[C:17]([OH:20])=[O:19].[F:1][C:2]1[CH:16]=[CH:15][C:5]2[C:6]([CH:9]3[CH2:10][CH2:11][N:12]([CH2:24][CH2:25][CH:26]4[O:31][CH2:30][CH2:29][CH2:28][O:27]4)[CH2:13][CH2:14]3)=[N:7][O:8][C:4]=2[CH:3]=1 |f:1.2.3,6.7|. Procedure details: A mixture of 6-fluoro-3-(4-piperidinyl)-1,2-benzisoxazole (2.0 g, 9.1 mmol), K2CO3 (1.5 g, 10.9 mmol) and bromoethyl-1,3-dioxane (2.1 g, 10.7 mmol) in acetonitrile (50 ml) was heated at reflux for 3 hours. At the end, the insolubles were filtered and rinsed with DCM and the filtrate was evaporated down. The crude mixture was purified by flash chromatography over a silica gel column (Sorbsil C-30, 25 g; eluted with DCM and MEOH (1-3%) in DCM). The fractions containing the pure product with DCM an... Starting materials: COC(CC(CO)CO)OC (4,4-Dimethoxy-2-(hydroxymethyl)butanol), C(C1=CC=CC=C1)Cl (benzyl chloride), [H-].[Na+] (Sodium hydride), [H][H] (hydrogen). Run in C(C)O (ethanol), CCCCCC (n-hexane), C1CCOC1 (THF). The product is C(C1=CC=CC=C1)OCC(COCC1=CC=CC=C1)CC(OC)OC (Benzyl 2-(benzyloxymethyl)-4,4-dimethoxybutyl ether). Yield: 121.7%. RXN SMILES: [H-].[Na+].[CH3:3][O:4][CH:5]([O:12][CH3:13])[CH2:6][CH:7]([CH2:10][OH:11])[CH2:8][OH:9].[H][H].[CH2:16](Cl)[C:17]1[CH:22]=[CH:21][CH:20]=[CH:19][CH:18]=1>CCCCCC.C1COCC1.C(O)C>[CH2:16]([O:9][CH2:8][CH:7]([CH2:6][CH:5]([O:4][CH3:3])[O:12][CH3:13])[CH2:10][O:11][CH2:16][C:17]1[CH:22]=[CH:21][CH:20]=[CH:19][CH:18]=1)[C:17]1[CH:22]=[CH:21][CH:20]=[CH:19][CH:18]=1 |f:0.1|. Procedure details: Sodium hydride (55% in oil, 32.72 g, 0.75 mol) was washed twice with n-hexane and suspended in 200 ml of THF. 4,4-Dimethoxy-2-(hydroxymethyl)butanol (49.26 g, 0.3 mol) was added dropwise to maintain a gentle evolution of hydrogen gas. Then benzyl chloride (94.94 g, 0.45 mol) was added during 30 min. and the mixture was refluxed over-night, cooled, diluted with 50 ml of ethanol, and evaporated in vacuum. The residue was suspended in about 200 ml of water and extracted with 3×100 ml of ether. The ... Starting materials: BrC1=CC(=C(N)C(=C1)F)Cl (4-bromo-2-chloro-6-fluoroaniline), O1COC2=C1C=CC(=C2)B(O)O (benzo[d][1,3]dioxol-5-ylboronic acid). Product: O1COC2=C1C=CC(=C2)C2=CC(=C(N)C(=C2)F)Cl (4-(benzo[d][1,3]dioxol-5-yl)-2-chloro-6-fluoroaniline). Isolated yield 60.5%. As a reaction SMILES: Br[C:2]1[CH:8]=[C:7]([F:9])[C:5]([NH2:6])=[C:4]([Cl:10])[CH:3]=1.[O:11]1[C:15]2[CH:16]=[CH:17][C:18](B(O)O)=[CH:19][C:14]=2[O:13][CH2:12]1>>[O:11]1[C:15]2[CH:16]=[CH:17][C:18]([C:2]3[CH:8]=[C:7]([F:9])[C:5]([NH2:6])=[C:4]([Cl:10])[CH:3]=3)=[CH:19][C:14]=2[O:13][CH2:12]1. Procedure: The title compound (143 mg) was prepared from 4-bromo-2-chloro-6-fluoroaniline (200 mg, 0.89 mmol) and benzo[d][1,3]dioxol-5-ylboronic acid (192 mg, 1.16 mmol) as a white solid. 1H-NMR (δ ppm, DMSO-d6, 400 MHz): 7.36-7.30 (m, 2H), 7.20 (d, J 1.7, 1H), 7.06 (dd, J 1.4, 8.1, 1H), 6.91 (d, J 8.1, 1H), 6.01 (s, 2H), 5.42 (s, 2H). The reactants are C1CCOC1, COCCOc1cc2ncnc(Cl)c2cc1OC, CCOC(OCC)N1C(=O)Cc2cc(F)ccc21, [H-], [Na+]. The product is CCOC(OCC)N1C(=O)C(c2ncnc3cc(OCCOC)c(OC)cc23)c2cc(F)ccc21. RXN SMILES: [CH2:39]1[O:40][CH2:41][CH2:42][CH2:43]1.[Cl:21][c:22]1[n:23][cH:24][n:25][c:26]2[cH:27][c:28]([O:34][CH2:35][CH2:36][O:37][CH3:38])[c:29]([O:32][CH3:33])[cH:30][c:31]12.[F:3][c:4]1[cH:5][c:6]2[c:10]([cH:11][cH:12]1)[N:9]([CH:13]([O:14][CH2:15][CH3:16])[O:17][CH2:18][CH3:19])[C:8](=[O:20])[CH2:7]2.[H-:1].[Na+:2]>>[F:3][c:4]1[cH:5][c:6]2[c:10]([cH:11][cH:12]1)[N:9]([CH:13]([O:14][CH2:15][CH3:16])[O:17][CH2:18][CH3:19])[C:8](=[O:20])[CH:7]2[c:22]1[n:23][cH:24][n:25][c:26]2[cH:27][c:28]([O:34][CH2:35][CH2:36][O:37][CH3:38])[c:29]([O:32][CH3:33])[cH:30][c:31]12.